From a dataset of the Open Reaction Database (ORD), a public repository of structured organic reaction records. describe an organic reaction: reactants, conditions, products, and yield Reactants: CCOCC (Ether), ClC1=NC(=CC(=N1)Cl)Cl (2,4,6-trichloropyrimidine), CO (methanol), N1=C(C=C(C=C1C)C)C (collidine). The solvent is O1CCCC1 (tetrahydrofuran). Product: COC1=CC(=NC(=N1)Cl)Cl (6-methoxy-2,4-dichloropyrimidine). As a reaction SMILES: [Cl:1][C:2]1[N:7]=[C:6](Cl)[CH:5]=[C:4]([Cl:9])[N:3]=1.CO.N1C(C)=CC(C)=CC=1C.C[CH2:22][O:23]CC>O1CCCC1>[CH3:22][O:23][C:6]1[N:7]=[C:2]([Cl:1])[N:3]=[C:4]([Cl:9])[CH:5]=1. Reported procedure: A solution of 2,4,6-trichloropyrimidine (55 g), methanol (50 ml) and collidine (50 g) is heated in dry tetrahydrofuran (400 ml) for 48 hr. Ether is added and the precipitate is collected. The precipitate is column chromatographed on silica gel to give 6-methoxy-2,4-dichloropyrimidine. This product is mixed with morpholine in THF and stirred at 20°-25° to give 6-methoxy-2-morpholino-4-chloropyrimidine. The 6-methoxy-2-morpholino-4-chloropyrimidine is heated with piperazine in pyridine at 60° for ... The reactants are Cl.Cl.CN(C1CCOCC1)C[C@@H]1CC[C@H](CC1)N (trans-4-[N-methyl-N-(tetrahydropyran-4-yl)aminomethyl]cyclohexylamine dihydrochloride), C1CCC2=NCCCN2CC1 (1,8-diazabicyclo[5,4,0]-7-undecene), CC1=CC=C(C=C1)C=1C=CC2=C(C=C(CCO2)C(=O)O)C1 (7-(4-methylphenyl)-2,3-dihydrobenzooxepine-4-carboxylic acid), ON1N=NC2=C1C=CC=C2 (1-hydroxybenzotriazole), Cl.C(C)N=C=NCCCN(C)C (1-ethyl-3-(3′-dimethylaminopropyl)carbodiimide hydrochloride). Run in C(C)#N (acetonitrile), C(C)N(CC)CC (triethylamine), C(C)#N (acetonitrile). Run at time 2 hour. Product: CC1=CC=C(C=C1)C=1C=CC2=C(C=C(CCO2)C(=O)N[C@@H]2CC[C@H](CC2)CN(C2CCOCC2)C)C1 (trans-7-(4-methylphenyl)-N-[4-[N-methyl-N-(tetrahydropyran-4-yl)aminomethyl]cyclohexyl]-2,3-dihydro-1-benzooxepine-4-carboxamide). Yield: 66.8%. RXN SMILES: [CH3:1][C:2]1[CH:7]=[CH:6][C:5]([C:8]2[CH:9]=[CH:10][C:11]3[O:17][CH2:16][CH2:15][C:14]([C:18](O)=[O:19])=[CH:13][C:12]=3[CH:21]=2)=[CH:4][CH:3]=1.ON1C2C=CC=CC=2N=N1.Cl.C(N=C=NCCCN(C)C)C.Cl.Cl.[CH3:46][N:47]([CH2:54][C@H:55]1[CH2:60][CH2:59][C@H:58]([NH2:61])[CH2:57][CH2:56]1)[CH:48]1[CH2:53][CH2:52][O:51][CH2:50][CH2:49]1.C1CCN2C(=NCCC2)CC1>C(#N)C.C(N(CC)CC)C>[CH3:1][C:2]1[CH:3]=[CH:4][C:5]([C:8]2[CH:9]=[CH:10][C:11]3[O:17][CH2:16][CH2:15][C:14]([C:18]([NH:61][C@H:58]4[CH2:57][CH2:56][C@H:55]([CH2:54][N:47]([CH3:46])[CH:48]5[CH2:53][CH2:52][O:51][CH2:50][CH2:49]5)[CH2:60][CH2:59]4)=[O:19])=[CH:13][C:12]=3[CH:21]=2)=[CH:6][CH:7]=1 |f:2.3,4.5.6|. Procedure: Into a suspension of 7-(4-methylphenyl)-2,3-dihydrobenzooxepine-4-carboxylic acid (200 mg) and 1-hydroxybenzotriazole (145 mg) in acetonitrile (10 ml) was added at room temperature 1-ethyl-3-(3′-dimethylaminopropyl)carbodiimide hydrochloride (205 mg), and the resulting mixture was stirred for 2 hours. To the reaction mixture was added a solution of trans-4-[N-methyl-N-(tetrahydropyran-4-yl)aminomethyl]cyclohexylamine dihydrochloride (320 mg), 1,8-diazabicyclo[5,4,0]-7-undecene (326 mg) and triet... The reactants are CCN1CCN(C(=O)c2ccc(-c3cc4c(Oc5ccc6[nH]c(C)cc6c5F)ncnc4[nH]3)cc2)CC1, CC(C)C[Al+]CC(C)C, C1CCOC1, CCOC(C)=O, [Cl-], [H-], [NH4+], [Na+], [Na+], O=S(=O)([O-])[O-], O. The product is CCN1CCN(Cc2ccc(-c3cc4c(Oc5ccc6[nH]c(C)cc6c5F)ncnc4[nH]3)cc2)CC1. As a reaction SMILES: [CH2:11]([CH3:12])[N:13]1[CH2:14][CH2:15][N:16]([C:19](=[O:20])[c:21]2[cH:22][cH:23][c:24](-[c:27]3[cH:28][c:29]4[c:30]([n:31][cH:32][n:33][c:34]4[O:35][c:36]4[c:37]([F:46])[c:38]5[cH:39][c:40]([CH3:45])[nH:41][c:42]5[cH:43][cH:44]4)[nH:47]3)[cH:25][cH:26]2)[CH2:17][CH2:18]1.[CH2:2]([Al+:3][CH2:4][CH:5]([CH3:6])[CH3:7])[CH:8]([CH3:9])[CH3:10].[CH2:57]1[O:58][CH2:59][CH2:60][CH2:61]1.[CH3:63][CH2:64][O:65][C:66]([CH3:67])=[O:68].[Cl-:48].[H-:1].[NH4+:49].[Na+:50].[Na+:51].[O-:52][S:53]([O-:54])(=[O:55])=[O:56].[OH2:62]>>[CH2:11]([CH3:12])[N:13]1[CH2:14][CH2:15][N:16]([CH2:19][c:21]2[cH:22][cH:23][c:24](-[c:27]3[cH:28][c:29]4[c:30]([n:31][cH:32][n:33][c:34]4[O:35][c:36]4[c:37]([F:46])[c:38]5[cH:39][c:40]([CH3:45])[nH:41][c:42]5[cH:43][cH:44]4)[nH:47]3)[cH:25][cH:26]2)[CH2:17][CH2:18]1.